From a dataset of the Open Reaction Database (ORD), a public repository of structured organic reaction records. describe an organic reaction: reactants, conditions, products, and yield The reactants are CS(=O)(=O)c1cnc2c(c1)cc(-c1nc[nH]c(=O)c1F)n2Cc1ccc(F)cc1, O=P(Cl)(Cl)Cl. Yields the product CS(=O)(=O)c1cnc2c(c1)cc(-c1ncncc1F)n2Cc1ccc(F)cc1. Reaction SMILES: [F:1][c:2]1[c:3](=[O:29])[nH:4][cH:5][n:6][c:7]1-[c:8]1[cH:9][c:10]2[c:11]([n:12][cH:13][c:14]([S:16](=[O:17])(=[O:18])[CH3:19])[cH:15]2)[n:20]1[CH2:21][c:22]1[cH:23][cH:24][c:25]([F:28])[cH:26][cH:27]1.[P:30]([Cl:31])([Cl:32])([Cl:33])=[O:34]>>[F:1][c:2]1[cH:3][n:4][cH:5][n:6][c:7]1-[c:8]1[cH:9][c:10]2[c:11]([n:12][cH:13][c:14]([S:16](=[O:17])(=[O:18])[CH3:19])[cH:15]2)[n:20]1[CH2:21][c:22]1[cH:23][cH:24][c:25]([F:28])[cH:26][cH:27]1. Starting materials: E2, FC=1C=C(C=CC1F)CO ((3,4-difluorophenyl)methanol), ClC1=NC(N2C(N(CCC2)C)=C1)=O (8-chloro-1-methyl-3,4-dihydro-1H-pyrimido[1,6-a]pyrimidin-6(2H)-one), BrCC1=C(C=CC=C1)C (1-(bromomethyl)-2-methylbenzene). Yields the product FC=1C=C(COC2=NC(N3C(N(CCC3)CC3=C(C=CC=C3)C)=C2)=O)C=CC1F (8-((3,4-difluorobenzyl)oxy)-1-(2-methylbenzyl)-3,4-dihydro-1H-pyrimdo[1,6-a]pyrimidin-6(2H)-one). RXN SMILES: Cl[C:2]1[CH:12]=[C:6]2[N:7]([CH3:11])[CH2:8][CH2:9][CH2:10][N:5]2[C:4](=[O:13])[N:3]=1.Br[CH2:15][C:16]1[CH:21]=[CH:20][CH:19]=[CH:18][C:17]=1C.[F:23][C:24]1[CH:25]=[C:26]([CH2:31][OH:32])[CH:27]=[CH:28][C:29]=1[F:30]>>[F:23][C:24]1[CH:25]=[C:26]([CH:27]=[CH:28][C:29]=1[F:30])[CH2:31][O:32][C:2]1[CH:12]=[C:6]2[N:7]([CH2:11][C:17]3[CH:18]=[CH:19][CH:20]=[CH:21][C:16]=3[CH3:15])[CH2:8][CH2:9][CH2:10][N:5]2[C:4](=[O:13])[N:3]=1. Procedure details: The title compound was prepared by a procedure similar to that described for E2 starting from 8-chloro-1-methyl-3,4-dihydro-1H-pyrimido[1,6-a]pyrimidin-6(2H)-one and 1-(bromomethyl)-2-methylbenzene and (3,4-difluorophenyl)methanol. Reactants: O=C(O)Cc1ccc(CBr)cc1, CC(C)=O, [N-]=[N+]=[N-], [Na+], O. The product is [N-]=[N+]=NCc1ccc(CC(=O)O)cc1. RXN SMILES: [Br:1][CH2:2][c:3]1[cH:4][cH:5][c:6]([CH2:9][C:10](=[O:11])[OH:12])[cH:7][cH:8]1.[CH3:17][C:18](=[O:19])[CH3:20].[N-:14]=[N+:15]=[N-:16].[Na+:13].[OH2:21]>>[CH2:2]([c:3]1[cH:4][cH:5][c:6]([CH2:9][C:10](=[O:11])[OH:12])[cH:7][cH:8]1)[N:14]=[N+:15]=[N-:16]. Starting materials: FC(S(=O)(=O)O)(F)F (trifluoromethanesulfonic acid), FC1=C(C=CC(=C1)C1=NC=C(C=N1)CCCCCCCCCC)O (2-fluoro-4-(5-decylpyrimidine-2-yl)phenol), ice water. Run in N1=CC=CC=C1 (pyridine). Run at time 8 hour. Yields the product O(S(=O)(=O)C(F)(F)F)C1=C(C=C(C=C1)C1=NC=C(C=N1)CCCCCCCCCC)F (2-fluoro-4-(5-decylpyrimidine-2-yl)phenyl triflate). Isolated yield 94.3%. Reaction SMILES: [F:1][C:2]1[CH:7]=[C:6]([C:8]2[N:13]=[CH:12][C:11]([CH2:14][CH2:15][CH2:16][CH2:17][CH2:18][CH2:19][CH2:20][CH2:21][CH2:22][CH3:23])=[CH:10][N:9]=2)[CH:5]=[CH:4][C:3]=1[OH:24].[F:25][C:26]([F:32])([F:31])[S:27](O)(=[O:29])=[O:28]>N1C=CC=CC=1>[O:24]([C:3]1[CH:4]=[CH:5][C:6]([C:8]2[N:9]=[CH:10][C:11]([CH2:14][CH2:15][CH2:16][CH2:17][CH2:18][CH2:19][CH2:20][CH2:21][CH2:22][CH3:23])=[CH:12][N:13]=2)=[CH:7][C:2]=1[F:1])[S:27]([C:26]([F:32])([F:31])[F:25])(=[O:29])=[O:28]. Reported procedure: 1.00 g (3.03 mM) of 2-fluoro-4-(5-decylpyrimidine-2-yl)phenol, 3 ml of pyridine were mixed and stirred on a common salt-ice bath. To the mixture, 1.00 ml (5.94 mM) of anhydrous trifluoromethanesulfonic acid was added dropwise and stirred for 20 minutes, followed by further stirring for 70 minutes at room temperature. After the reaction, the reaction mixture was left standing overnight and then was poured into ice water, followed by extraction with isopropyl ether. The isopropyl ether layer was s...